From a dataset of the Open Reaction Database (ORD), a public repository of structured organic reaction records. describe an organic reaction: reactants, conditions, products, and yield Product: COC1=C(C=CC(=C1)OC(F)(F)F)C1=NC=C(C=C1C)[N+](=O)[O-] (2-(2-methoxy-4-trifluoromethoxy-phenyl)-3-methyl-5-nitro-pyridine). Reaction conditions: temperature 85 celsius, time 19 hour. Starting materials: COC1=C(C=CC(=C1)OC(F)(F)F)B(O)O (2-methoxy-4-trifluoromethoxybenzene boronic acid), C(=O)([O-])[O-].[K+].[K+] (K2CO3), O (water), ClC1=NC=C(C=C1C)[N+](=O)[O-] (2-chloro-3-methyl -5-nitro-pyridine), O (water). Run in COCCOC (DME). As a reaction SMILES: [CH3:1][O:2][C:3]1[CH:8]=[C:7]([O:9][C:10]([F:13])([F:12])[F:11])[CH:6]=[CH:5][C:4]=1B(O)O.C([O-])([O-])=O.[K+].[K+].O.Cl[C:25]1[C:30]([CH3:31])=[CH:29][C:28]([N+:32]([O-:34])=[O:33])=[CH:27][N:26]=1>COCCOC.C1C=CC([P]([Pd]([P](C2C=CC=CC=2)(C2C=CC=CC=2)C2C=CC=CC=2)([P](C2C=CC=CC=2)(C2C=CC=CC=2)C2C=CC=CC=2)[P](C2C=CC=CC=2)(C2C=CC=CC=2)C2C=CC=CC=2)(C2C=CC=CC=2)C2C=CC=CC=2)=CC=1>[CH3:1][O:2][C:3]1[CH:8]=[C:7]([O:9][C:10]([F:13])([F:12])[F:11])[CH:6]=[CH:5][C:4]=1[C:25]1[C:30]([CH3:31])=[CH:29][C:28]([N+:32]([O-:34])=[O:33])=[CH:27][N:26]=1 |f:1.2.3,^1:44,46,65,84|. Reported procedure: 2-methoxy-4-trifluoromethoxybenzene boronic acid (72 g, 0.31 mol), K2CO3 (80.16 g, 0.58 mol) and water (100 ml) are added to a solution of 2-chloro-3-methyl -5-nitro-pyridine (50 g, 0.29 mol) in DME (500 ml) at room temperature. Pd(Ph3P)4 (3.35 g, 2.9 mmol) is added and the mixture is stirred at 85° C. for 19 hours. 500 ml of water is added and the mixture is extracted with EtOAc. The combined extracts are washed with brine and dried over Na2SO4. After removal of the solvent under reduced pressu... The reagents and catalysts are C=1C=CC(=CC1)[P](C=2C=CC=CC2)(C=3C=CC=CC3)[Pd]([P](C=4C=CC=CC4)(C=5C=CC=CC5)C=6C=CC=CC6)([P](C=7C=CC=CC7)(C=8C=CC=CC8)C=9C=CC=CC9)[P](C=1C=CC=CC1)(C=1C=CC=CC1)C=1C=CC=CC1 (Pd(Ph3P)4). The reactants are 1-(4-Hydroxyphenyl)piperezine dihydrobromide, aqueous solution, Cl.Cl.COC1=CC=C(C=C1)N1CCNCC1 (4-(4-methoxyphenyl)piperazine dihydrochloride), Br (hydrobromic acid). Run at temperature 20 celsius, time 15 hour. Product: Br.Br.OC1=CC=C(C=C1)N1CCNCC1 (4-(4-Hydroxyphenyl)piperazine dihydrobromide). As a reaction SMILES: Cl.Cl.C[O:4][C:5]1[CH:10]=[CH:9][C:8]([N:11]2[CH2:16][CH2:15][NH:14][CH2:13][CH2:12]2)=[CH:7][CH:6]=1.[BrH:17]>>[BrH:17].[BrH:17].[OH:4][C:5]1[CH:6]=[CH:7][C:8]([N:11]2[CH2:16][CH2:15][NH:14][CH2:13][CH2:12]2)=[CH:9][CH:10]=1 |f:0.1.2,4.5.6|. Procedure: 1-(4-Hydroxyphenyl)piperezine dihydrobromide may be prepared in the following manner: a 47% aqueous solution of hydrobromic acid (720 cc) is added, over 30 minutes and at a temperature of about 20° C., to 4-(4-methoxyphenyl)piperazine dihydrochloride (70 g). The mixture is heated at boiling point for 4 hours then cooled to a temperature of about 20° C. Stirring is continued for 15 hours at this temperature, then the mixture is concentrated at 40° C. under reduced pressure (20 mm Hg; 2.7 kPa). Th... The reactants are O[C@@](C(=O)N(C)OC)(CO)C ((R)-2,3-dihydroxy-N-methoxy-N,2-dimethylpropanamide), COC(C)(C)OC (2,2-dimethoxypropane), O.CC1=CC=C(C=C1)S(=O)(=O)O (4-methylbenzenesulfonic acid hydrate). Reaction conditions: time 8 hour. Yields the product CON(C(=O)[C@@]1(OC(OC1)(C)C)C)C ((R)-N-methoxy-N,2,2,4-tetramethyl-1,3-dioxolane-4-carboxamide). Yield: 57.7%. RXN SMILES: [OH:1][C@:2]([CH3:11])([CH2:9][OH:10])[C:3]([N:5]([O:7][CH3:8])[CH3:6])=[O:4].CO[C:14](OC)([CH3:16])[CH3:15].O.CC1C=CC(S(O)(=O)=O)=CC=1>>[CH3:8][O:7][N:5]([CH3:6])[C:3]([C@@:2]1([CH3:11])[CH2:9][O:10][C:14]([CH3:16])([CH3:15])[O:1]1)=[O:4] |f:2.3|. Reported procedure: (R)-2,3-dihydroxy-N-methoxy-N,2-dimethylpropanamide (32 g, 196 mmol) was dissolved in 2,2-dimethoxypropane (241 ml, 1961 mmol) and 4-methylbenzenesulfonic acid hydrate (3.73 g, 19.6 mmol) was added and stirred at ambient temperature overnight. The reaction was partitioned between saturated aqueous sodium bicarbonate and CH2Cl2, extracted with CH2Cl2, dried over sodium sulfate, filtered and concentrated to afford (R)-N-methoxy-N,2,2,4-tetramethyl-1,3-dioxolane-4-carboxamide (22.9 g, 113 mmol, 57.... Starting materials: Cl.ClCC=1C=NC2=CC=CC=C2C1 (3-(Chloromethyl)quinoline hydrochloride), COC=1C=C2C=C(N=C(C2=CC1OC)C)O (6,7-dimethoxy-1-methylisoquinolin-3-ol), COC=1C=C2C=C(N=C(C2=CC1OC)C)O (6,7-Dimethoxy-1-methylisoquinolin-3-ol), [OH-].[K+] (KOH). Solvent: O (H2O), C(Cl)Cl (CH2Cl2), C1(=CC=CC=C1)C (toluene). Conditions: temperature 160 celsius, time 1.5 hour. Product: COC=1C=C2C(=C(N=C(C2=CC1OC)C)O)CC=1C=NC2=CC=CC=C2C1 (6,7-dimethoxy-1-methyl-4-(quinolin-3-ylmethyl)isoquinolin-3-ol). RXN SMILES: [CH3:1][O:2][C:3]1[CH:4]=[C:5]2[C:10](=[CH:11][C:12]=1[O:13][CH3:14])[C:9]([CH3:15])=[N:8][C:7]([OH:16])=[CH:6]2.[OH-].[K+].Cl.Cl[CH2:21][C:22]1[CH:23]=[N:24][C:25]2[C:30]([CH:31]=1)=[CH:29][CH:28]=[CH:27][CH:26]=2>C1(C)C=CC=CC=1.O.C(Cl)Cl>[CH3:1][O:2][C:3]1[CH:4]=[C:5]2[C:10](=[CH:11][C:12]=1[O:13][CH3:14])[C:9]([CH3:15])=[N:8][C:7]([OH:16])=[C:6]2[CH2:21][C:22]1[CH:23]=[N:24][C:25]2[C:30]([CH:31]=1)=[CH:29][CH:28]=[CH:27][CH:26]=2 |f:1.2,3.4|. Reported procedure: To a solution of 6,7-dimethoxy-1-methylisoquinolin-3-ol CCH 18060 (120 mg, 547 μmol) in toluene (15 mL) in a 20 mL microwave vial equipped with a magnetic stirrer was added a 2 N aq. KOH solution (0.58 mL, 1.16 mmol) at RT followed by MDE 32004 (130 mg, 607 μmol) and the mixture was stirred at 160° C. for 1.5 h under microwave irradiation. After cooling to RT, the mixture was diluted with H2O (10 mL) before extraction with CH2Cl2 (50 mL). The organic phase was washed with brine (10 mL), dried ov...